Dataset: the Open Reaction Database (ORD), a public repository of structured organic reaction records. Task: describe an organic reaction: reactants, conditions, products, and yield Reactants: CO, Cc1c2cccn(CC(=O)c3ccc(F)cc3)c-2nc1Cl, Cl. The product is Cc1c2cccn(CC(O)c3ccc(F)cc3)c-2nc1Cl. Reaction SMILES: [CH3:23][OH:24].[Cl:2][c:3]1[c:4]([CH3:22])[c:5]2[cH:10][cH:9][cH:8][n:7]([CH2:11][C:12](=[O:13])[c:14]3[cH:15][cH:16][c:17]([F:20])[cH:18][cH:19]3)[c:6]-2[n:21]1.[ClH:1]>>[Cl:2][c:3]1[c:4]([CH3:22])[c:5]2[cH:10][cH:9][cH:8][n:7]([CH2:11][CH:12]([OH:13])[c:14]3[cH:15][cH:16][c:17]([F:20])[cH:18][cH:19]3)[c:6]-2[n:21]1. Starting materials: C#CCBr, COC(C)c1nc2cnc3ccccc3c2n1CCO. The product is C#CCOCCn1c(C(C)OC)nc2cnc3ccccc3c21. As a reaction SMILES: [CH2:21]([C:22]#[CH:23])[Br:24].[CH3:1][O:2][CH:3]([CH3:4])[c:5]1[n:6]([CH2:18][CH2:19][OH:20])[c:7]2[c:8]([cH:9][n:10][c:11]3[cH:12][cH:13][cH:14][cH:15][c:16]23)[n:17]1>>[CH3:1][O:2][CH:3]([CH3:4])[c:5]1[n:6]([CH2:18][CH2:19][O:20][CH2:23][C:22]#[CH:21])[c:7]2[c:8]([cH:9][n:10][c:11]3[cH:12][cH:13][cH:14][cH:15][c:16]23)[n:17]1. Reactants: CCO, CN(C)CCCOc1cc(N)c([N+](=O)[O-])cc1F. The product is CN(C)CCCOc1cc(N)c(N)cc1F. RXN SMILES: [CH3:19][CH2:20][OH:21].[CH3:1][N:2]([CH2:3][CH2:4][CH2:5][O:6][c:7]1[c:8]([F:17])[cH:9][c:10]([N+:14]([O-:15])=[O:16])[c:11]([NH2:13])[cH:12]1)[CH3:18]>>[CH3:1][N:2]([CH2:3][CH2:4][CH2:5][O:6][c:7]1[c:8]([F:17])[cH:9][c:10]([NH2:14])[c:11]([NH2:13])[cH:12]1)[CH3:18]. Starting materials: [OH-].[Na+] (NaOH), COC(C1=C(C=C(C=C1)OC(C)=O)OC)=O (4-Acetoxy-2-methoxy-benzoic acid methyl ester), Cl (HCl). Run in C1CCOC1 (THF), CO (MeOH), O (water). Conditions: time 3 day. The product is COC(C1=C(C=C(C=C1)O)OC)=O (4-Hydroxy-2-methoxy-benzoic acid methyl ester). Yield: 32.5%. Reaction SMILES: [OH-].[Na+].[CH3:3][O:4][C:5](=[O:18])[C:6]1[CH:11]=[CH:10][C:9]([O:12]C(=O)C)=[CH:8][C:7]=1[O:16][CH3:17].Cl>C1COCC1.CO.O>[CH3:3][O:4][C:5](=[O:18])[C:6]1[CH:11]=[CH:10][C:9]([OH:12])=[CH:8][C:7]=1[O:16][CH3:17] |f:0.1|. Reported procedure: 0.1N NaOH (10 mL, 1 mmol) was added to a solution of the product of step 2 (1.10 g, 4.9 mmol) in THF (1 mL) and MeOH (1 mL). Reaction was stirred for three days at room temperature. Reaction solution was concentrated by rotary evaporation and resulting residue was dissolved in water. The solution was neutralized with 1N HCl and a precipitate formed. Collected precipitate and washed with water and hexane. Obtained 0.29 g of 4-Hydroxy-2-methoxy-benzoic acid methyl ester in 33% yield. Solvent: CC(C)O (2-propanol), O (water). Yields the product C(\C=C\C(=O)O)(=O)O.C(CC)N1CCN(CC1)C(=O)N1CC(C1)OC1=CC(=CC=C1)C(F)(F)F (1-Propyl-4-[3-[3-(trifluoromethyl)phenoxy]-1-azetidinylcarbonyl]piperazine fumarate). Procedure details: A mixture of 2.8 g (0.01 mole of 3-[3-(trifluoromethyl) phenoxy]-1-azetidinecarbonyl chloride and 4.2 g (0.03 mole) of potassium carbonate in 25 ml of tetrahydrofuran was stirred for 10 min, then treated with 2.9 g (0.01 mole) of 1-propylpiperazine dihydrobromide in small portions. After 30 min, a few pieces of ice were added. After stirring for 17 hr, the reaction was diluted with 200 ml of water then extracted with methylene chloride (2×50 ml). The combined extracts were dried over magnesium s... Isolated yield 59.5%. Reaction SMILES: [F:1][C:2]([F:18])([F:17])[C:3]1[CH:4]=[C:5]([CH:14]=[CH:15][CH:16]=1)[O:6][CH:7]1[CH2:10][N:9]([C:11](Cl)=[O:12])[CH2:8]1.[C:19](=[O:22])([O-:21])[O-].[K+].[K+].Br.Br.[CH2:27]([N:30]1[CH2:35][CH2:34][NH:33][CH2:32][CH2:31]1)[CH2:28][CH3:29].[O:36]1CCCC1>O.CC(O)C>[C:5]([OH:36])(=[O:6])/[CH:14]=[CH:15]/[C:19]([OH:21])=[O:22].[CH2:27]([N:30]1[CH2:35][CH2:34][N:33]([C:11]([N:9]2[CH2:10][CH:7]([O:6][C:5]3[CH:14]=[CH:15][CH:16]=[C:3]([C:2]([F:18])([F:17])[F:1])[CH:4]=3)[CH2:8]2)=[O:12])[CH2:32][CH2:31]1)[CH2:28][CH3:29] |f:1.2.3,4.5.6,10.11|. The reactants are Br.Br.C(CC)N1CCNCC1 (1-propylpiperazine dihydrobromide), fumarate salt, FC(C=1C=C(OC2CN(C2)C(=O)Cl)C=CC1)(F)F (3-[3-(trifluoromethyl) phenoxy]-1-azetidinecarbonyl chloride), C([O-])([O-])=O.[K+].[K+] (potassium carbonate), O1CCCC1 (tetrahydrofuran). Run at time 10 minute. Reactants: NC1=C(C=CC(=C1)Cl)O (2-amino-4-chlorophenol), C(=O)([O-])[O-].[K+].[K+] (K2CO3), C(C=C)Br (allyl bromide). The solvent is CC(=O)C (acetone). Conditions: time 8 hour. The product is C(C=C)OC1=C(N)C=C(C=C1)Cl (2-(allyloxy)-5-chloroaniline). Isolated yield 65.0%. RXN SMILES: [NH2:1][C:2]1[CH:7]=[C:6]([Cl:8])[CH:5]=[CH:4][C:3]=1[OH:9].C([O-])([O-])=O.[K+].[K+].[CH2:16](Br)[CH:17]=[CH2:18]>CC(C)=O>[CH2:18]([O:9][C:3]1[CH:4]=[CH:5][C:6]([Cl:8])=[CH:7][C:2]=1[NH2:1])[CH:17]=[CH2:16] |f:1.2.3|. Procedure details: A mixture of 2-amino-4-chlorophenol (10 g, 69.65 mmol) and K2CO3 (14.53 g, 105 mmol) in acetone (160 mL) was treated with allyl bromide (9.03 mL, 104 mmol), stirred at room temperature overnight, and filtered. The filter cake was washed with acetone and the combined filtrates were concentrated. The residue was purified by flash column chromatography eluting with hexanes/ethyl acetate (10:1) to provide 8.31 g (65%) of the desired product. MS (DCI/NH3) m/z 184.02 (M+H)+; 1H NMR (500 MHz, DMSO-d6) ...